Dataset: the Open Reaction Database (ORD), a public repository of structured organic reaction records. Task: describe an organic reaction: reactants, conditions, products, and yield Reactants: Cl (HCl), [OH-].[Na+] (NaOH), ClC1=C(C=C(N=N1)C(C=1C=CC(=C(C#N)C1)F)C#N)CC (5-[(6-chloro-5-ethylpyridazin-3-yl)(cyano)methyl]-2-fluorobenzonitrile), Cl (HCl), CC(=O)[O-].[Na+] (NaOAc). Run in O (H2O), O (H2O), CCOC(=O)C (EtOAc), CC(=O)O (AcOH). Run at time 10 minute. Yields the product C(C)C1=CC(=NNC1=O)CC=1C=CC(=C(C(=O)O)C1)F (5-[(5-ethyl-6-oxo-1,6-dihydropyridazin-3-yl)methyl]-2-fluorobenzoic Acid). RXN SMILES: Cl[C:2]1[N:7]=[N:6][C:5]([CH:8](C#N)[C:9]2[CH:10]=[CH:11][C:12]([F:17])=C([CH:16]=2)C#N)=[CH:4][C:3]=1[CH2:20][CH3:21].Cl.[CH3:23][C:24]([O-:26])=[O:25].[Na+].[OH-:28].[Na+]>CC(O)=O.O.CCOC(C)=O>[CH2:20]([C:3]1[C:2](=[O:28])[NH:7][N:6]=[C:5]([CH2:8][C:9]2[CH:10]=[CH:11][C:12]([F:17])=[C:23]([CH:16]=2)[C:24]([OH:26])=[O:25])[CH:4]=1)[CH3:21] |f:2.3,4.5|. Procedure: A mixture of A1 (1 eq) in AcOH, cone. HCl and H2O (1:2:1, 0.065 M) was heated at reflux overnight, then cooled to RT and diluted with H2O and EtOAc and separated. The aqueous phase was washed with EtOAc and the combined extracts were washed with brine, dried (Na2SO4), and concentrated under reduced pressure. The crude was dissolved in AcOH and NaOAc (2 eq) was added. The resulting solution was heated at reflux for 1 hr. The reaction mixture was cooled and the mixture was extracted with EtOAc. Th...